From a dataset of the Open Reaction Database (ORD), a public repository of structured organic reaction records. describe an organic reaction: reactants, conditions, products, and yield Starting materials: COC(=O)c1cnc(Nc2cnc(C#N)cn2)cc1NCC1CCN(C(=O)OC(C)(C)C)CC1, ClCCl, O=C(O)C(F)(F)F. Yields the product COC(=O)c1cnc(Nc2cnc(C#N)cn2)cc1NCC1CCNCC1. Reaction SMILES: [C:8]([O:9][C:10](=[O:11])[N:15]1[CH2:16][CH2:17][CH:18]([CH2:21][NH:22][c:23]2[cH:24][c:25]([NH:33][c:34]3[n:35][cH:36][c:37]([C:40]#[N:41])[n:38][cH:39]3)[n:26][cH:27][c:28]2[C:29](=[O:30])[O:31][CH3:32])[CH2:19][CH2:20]1)([CH3:12])([CH3:13])[CH3:14].[Cl:42][CH2:43][Cl:44].[F:1][C:2]([F:3])([F:4])[C:5]([OH:6])=[O:7]>>[NH:15]1[CH2:16][CH2:17][CH:18]([CH2:21][NH:22][c:23]2[cH:24][c:25]([NH:33][c:34]3[n:35][cH:36][c:37]([C:40]#[N:41])[n:38][cH:39]3)[n:26][cH:27][c:28]2[C:29](=[O:30])[O:31][CH3:32])[CH2:19][CH2:20]1. The reactants are CCOC(=O)/N=N/C(=O)OCC (DEAD), C(C)(C)(C)OC(=O)N1CCN(CC1)C=1C(=NC=CN1)OCCO (2-[3-(4-tert-butoxycarbonyl-1-piperazinyl)-pyrazinyloxy]ethanol), C(#N)C1=CC=C(C=C1)O (4-cyanophenol), C1(=CC=CC=C1)P(C1=CC=CC=C1)C1=CC=CC=C1 (triphenylphosphine). Solvent: ClCCl (dichloromethane). Reaction conditions: time 8 hour. The product is C(#N)C1=CC=C(OCCN2C(C(=NC=C2)N2CCN(CC2)C(=O)OC(C)(C)C)=O)C=C1 (tert-Butyl 4-{4-[2-(4-cyanophenoxy)ethyl]-3-oxo-3,4-dihydro-2-pyrazinyl}-1-piperazinecarboxylate). The yield is 12.8%. RXN SMILES: [CH3:1][CH2:2]OC(/N=N/C(OCC)=O)=O.[C:13]([O:17][C:18]([N:20]1[CH2:25][CH2:24][N:23]([C:26]2[C:27]([O:32]CCO)=[N:28][CH:29]=[CH:30][N:31]=2)[CH2:22][CH2:21]1)=[O:19])([CH3:16])([CH3:15])[CH3:14].[C:36]([C:38]1[CH:43]=[CH:42][C:41]([OH:44])=[CH:40][CH:39]=1)#[N:37].C1(P(C2C=CC=CC=2)C2C=CC=CC=2)C=CC=CC=1>ClCCl>[C:36]([C:38]1[CH:43]=[CH:42][C:41]([O:44][CH2:1][CH2:2][N:28]2[CH:29]=[CH:30][N:31]=[C:26]([N:23]3[CH2:22][CH2:21][N:20]([C:18]([O:17][C:13]([CH3:16])([CH3:15])[CH3:14])=[O:19])[CH2:25][CH2:24]3)[C:27]2=[O:32])=[CH:40][CH:39]=1)#[N:37]. Procedure details: DEAD (0.520 ml, 3.3 mmol) was added to a slurry of 2-[3-(4-tert-butoxycarbonyl-1-piperazinyl)-pyrazinyloxy]ethanol (1.00 g, 3.08 mmol), 4-cyanophenol (0.381 g, 3.20 mmol) and resin bound triphenylphosphine (1.1 g, 3.3 mmol) in dichloromethane (10 mL) and shaken overnight. The reaction mixture was filtered, concentrated and purified by chromatography on silica gel using toluene/EtOAc (1:1) as eluent to give 0.168 g (13%) of the title compound. 1H NMR and MS analyses support the stated structure. ... Reaction conditions: time 4 hour. Reaction SMILES: Cl.[CH2:2]([NH:4][C@H:5]([C:7]([OH:9])=[O:8])[CH3:6])[CH3:3].[CH:10](=O)[C:11]1C=C[CH:14]=[CH:13][CH:12]=1.Cl[CH2:19][CH2:20]Cl>>[CH2:19]([O:8][C:7](=[O:9])[CH:5]([NH:4][CH2:2][C:3]1[CH:14]=[CH:13][CH:12]=[CH:11][CH:10]=1)[CH3:6])[CH3:20] |f:0.1|. Reactants: Cl.C(C)N[C@@H](C)C(=O)O (Ethyl alanine hydrochloride), NaBH(Oac)3, ClCCCl (1,2-DCE), C(C1=CC=CC=C1)=O (benzaldehyde), TEA. Procedure details: Ethyl alanine hydrochloride (5.5 g, 36.8 mmol), benzaldehyde (7.9 mL, 77.8 mmol), TEA (10.8 mL, 77.8 mmol) and NaBH(Oac)3 (16.5 g, 77.8 mmol) are taken up in 1,2-DCE (200 mL) and stirred at rt for 4 h. The reaction is then partitioned between DCM and saturated aqueous NaHCO3. The organic layer is removed, dried over anhydrous Na2SO4, and concentrated in vacuo. The crude residue is used without further purification. MS (ESI) m/z 208.2 (M+1). The product is C(C)OC(C(C)NCC1=CC=CC=C1)=O ((±)-2-Benzylamino-propionic acid ethyl ester).